This data is from the Open Reaction Database (ORD), a public repository of structured organic reaction records. The task is: describe an organic reaction: reactants, conditions, products, and yield Starting materials: FC=1C=C(C(=O)CNC2=C(C=CC(=C2)OC)C2CC=3C=CC(=CC3CC2)OC(C(C)(C)C)=O)C=CC1O (pivalic acid 6-{2-[(3-fluoro-4-hydroxybenzoyl)methylamino]-4-methoxyphenyl}-5,6,7,8-tetrahydronaphthalen-2-yl ester), ClCC(=O)NC1CC1 (2-chloro-N-cyclopropylacetamide). Product: C1(CC1)NCCOC1=C(C=C(CCNC2=C(C=CC(=C2)OC)C2CC=3C=CC(=CC3CC2)O)C=C1)F (6-{2-{[4-(2-Cyclopropylaminoethoxy)-3-fluorobenzyl]methylamino}-4-methoxyphenyl}-5,6,7,8-tetrahydronaphthalen-2-ol). Isolated yield 6.1%. Reaction SMILES: [F:1][C:2]1[CH:3]=[C:4]([CH:34]=[CH:35][C:36]=1[OH:37])[C:5]([CH2:7][NH:8][C:9]1[CH:14]=[C:13]([O:15][CH3:16])[CH:12]=[CH:11][C:10]=1[CH:17]1[CH2:26][CH2:25][C:24]2[CH:23]=[C:22]([O:27]C(=O)C(C)(C)C)[CH:21]=[CH:20][C:19]=2[CH2:18]1)=O.Cl[CH2:39][C:40]([NH:42][CH:43]1[CH2:45][CH2:44]1)=O>>[CH:43]1([NH:42][CH2:40][CH2:39][O:37][C:36]2[CH:35]=[CH:34][C:4]([CH2:5][CH2:7][NH:8][C:9]3[CH:14]=[C:13]([O:15][CH3:16])[CH:12]=[CH:11][C:10]=3[CH:17]3[CH2:26][CH2:25][C:24]4[CH:23]=[C:22]([OH:27])[CH:21]=[CH:20][C:19]=4[CH2:18]3)=[CH:3][C:2]=2[F:1])[CH2:45][CH2:44]1. Procedure: Synthesized from pivalic acid 6-{2-[(3-fluoro-4-hydroxybenzoyl)methylamino]-4-methoxyphenyl}-5,6,7,8-tetrahydronaphthalen-2-yl ester (37 mg) and 2-chloro-N-cyclopropylacetamide (19 mg) according to an analogous synthetic method to Example 567 and purified by LC-MS, the title compound (2.2 mg) was obtained. The reactants are COC(=O)c1sc(-n2cnc3cnc(CO[Si](C)(C)C(C)(C)C)cc32)cc1OC(C)c1ccccc1C(F)(F)F, CO, N. Product: CC(Oc1cc(-n2cnc3cnc(CO[Si](C)(C)C(C)(C)C)cc32)sc1C(N)=O)c1ccccc1C(F)(F)F. RXN SMILES: [C:1]([CH3:2])([CH3:3])([CH3:4])[Si:5]([O:6][CH2:7][c:8]1[cH:9][c:10]2[c:11]([cH:12][n:13]1)[n:14][cH:15][n:16]2-[c:17]1[cH:18][c:19]([O:26][CH:27]([CH3:28])[c:29]2[c:30]([C:35]([F:36])([F:37])[F:38])[cH:31][cH:32][cH:33][cH:34]2)[c:20]([C:22]([O:24][CH3:23])=[O:25])[s:21]1)([CH3:39])[CH3:40].[CH3:42][OH:43].[NH3:41]>>[C:1]([CH3:2])([CH3:3])([CH3:4])[Si:5]([O:6][CH2:7][c:8]1[cH:9][c:10]2[c:11]([cH:12][n:13]1)[n:14][cH:15][n:16]2-[c:17]1[cH:18][c:19]([O:26][CH:27]([CH3:28])[c:29]2[c:30]([C:35]([F:36])([F:37])[F:38])[cH:31][cH:32][cH:33][cH:34]2)[c:20]([C:22](=[O:24])[NH2:41])[s:21]1)([CH3:39])[CH3:40]. The reactants are FC=1C(NC(NC1)=O)=O (5-fluorouracil), C1(=CC=CC=C1)S(=O)(=O)Cl (benzenesulfonyl chloride), O1CCOCC1 (dioxane), C([O-])([O-])=O.[K+].[K+] (potassium carbonate), O1CCOCC1 (dioxane). Run in C(C)O (ethanol). Reaction conditions: temperature 80 celsius, time 7 hour. Product: C1(=CC=CC=C1)S(=O)(=O)N1C(=O)NC(=O)C(=C1)F (1-benzenesulfonyl-5-fluorouracil). Yield: 54.6%. Reaction SMILES: [F:1][C:2]1[C:3](=[O:9])[NH:4][C:5](=[O:8])[NH:6][CH:7]=1.C(=O)([O-])[O-].[K+].[K+].O1CCOCC1.[C:22]1([S:28](Cl)(=[O:30])=[O:29])[CH:27]=[CH:26][CH:25]=[CH:24][CH:23]=1>C(O)C>[C:22]1([S:28]([N:6]2[CH:7]=[C:2]([F:1])[C:3](=[O:9])[NH:4][C:5]2=[O:8])(=[O:30])=[O:29])[CH:27]=[CH:26][CH:25]=[CH:24][CH:23]=1 |f:1.2.3|. Reported procedure: 2.6 g (0.02 mole) of 5-fluorouracil and 1.38 g (0.01 mole) of anhydrous potassium carbonate were suspended in 70 ml. of dioxane. 3.5 g (0.02 mole) of benzenesulfonyl chloride in 10 ml. of dioxane was dropwise added thereto and stirred at 80°C. for 7 hours. The reaction mixture was cooled to room temperature and filtered. The filtrate was concentrated under reduced pressure and a resinous residue was obtained. The residue was dissolved in a small amount of ethanol and allowed to stand at 5°C. ove... Starting materials: C(C)(C)(C)OC(NCCNCCC1=C2C=CC=NC2=C(C(=N1)C(=O)NCC1=CC=C(C=C1)F)O)=O (tert-Butyl-2-{[2-(7-{[(4-fluorobenzyl)amino]carbonyl}-8-hydroxy[1,6]-naphthyridin-5-yl)ethyl]amino}ethylcarbamate), C(C)(C)NCC (isopropylethylamine), ClCC(=O)Cl (chloroacetyl chloride). Run in O1CCOCC1 (dioxane). Reaction conditions: time 1 hour. The product is FC1=CC=C(CNC(=O)C2=NC(=C3C=CC=NC3=C2O)CCN(C(CCl)=O)CCN)C=C1 (N-(4-fluorobenzyl)-5-{2-[(2-aminoethyl)(chloroacetyl)amino]ethyl}-8-hydroxy[1,6]naphthyridine-7-carboxamide). As a reaction SMILES: C(OC(=O)[NH:7][CH2:8][CH2:9][NH:10][CH2:11][CH2:12][C:13]1[N:22]=[C:21]([C:23]([NH:25][CH2:26][C:27]2[CH:32]=[CH:31][C:30]([F:33])=[CH:29][CH:28]=2)=[O:24])[C:20]([OH:34])=[C:19]2[C:14]=1[CH:15]=[CH:16][CH:17]=[N:18]2)(C)(C)C.C(NCC)(C)C.[Cl:42][CH2:43][C:44](Cl)=[O:45]>O1CCOCC1>[F:33][C:30]1[CH:29]=[CH:28][C:27]([CH2:26][NH:25][C:23]([C:21]2[C:20]([OH:34])=[C:19]3[C:14]([CH:15]=[CH:16][CH:17]=[N:18]3)=[C:13]([CH2:12][CH2:11][N:10]([CH2:9][CH2:8][NH2:7])[C:44](=[O:45])[CH2:43][Cl:42])[N:22]=2)=[O:24])=[CH:32][CH:31]=1. Procedure: A mixture of tert-Butyl-2-{[2-(7-{[(4-fluorobenzyl)amino]carbonyl}-8-hydroxy[1,6]-naphthyridin-5-yl)ethyl]amino}ethylcarbamate (Example 150, Step 1) (0.10 g, 0.21 mmol), isopropylethylamine (0.11 mL, 0.62 mmol), and chloroacetyl chloride (18 μL, 0.23 mmol) in dioxane (10 mL) was stirred at room temperature for 1 hour. The resultant mixture was concentrated under vacuum. The residue was dissolved in dichloromethane (5 mL) and treated with trifluoroacetic acid (0.5 mL) and stirred at room temperat... The reactants are FC=1C=C2C(C(NC2=CC1SC)=O)=O (5-fluoro-6-methylthioindole-2,3-dione), ClC=1C=C(C=C2C=CNC12)F (7-chloro-5-fluoroindole). The product is FC=1C=C2C=CNC2=CC1SC (5-Fluoro-6-methylthioindole). Reaction SMILES: [F:1][C:2]1[CH:3]=[C:4]2[C:8](=[CH:9][C:10]=1[S:11][CH3:12])[NH:7][C:6](=O)[C:5]2=O.ClC1C=C(F)C=C2C=1NC=C2>>[F:1][C:2]1[CH:3]=[C:4]2[C:8](=[CH:9][C:10]=1[S:11][CH3:12])[NH:7][CH:6]=[CH:5]2. Reported procedure: 5-Fluoro-6-methylthioindole was prepared from 5-fluoro-6-methylthioindole-2,3-dione according to the method described in the preparation of 7-chloro-5-fluoroindole as a white solid (1.21 g, 37%): mp 51° C.; C9H8FNS requires: C, 59.65; H, 4.45; N, 7.73; S, 17.69%. Found C, 59.75; H, 4.44; N, 7.72; S, 17.65%; IR δmax (Nujol)/cm−1 3461, 3408, 3361, 2925, 2855, 1455, 1304 and 1137; NMR δH (400 MHz, CDCl3) 2.49 (3H, s), 6.49-6.51 (1H, m), 7.22 (1H, t, J 3.0 Hz), 7.30 (1H, d, J 10.0 Hz), 7.36 (1H, d, ...